Dataset: the Open Reaction Database (ORD), a public repository of structured organic reaction records. Task: describe an organic reaction: reactants, conditions, products, and yield The reactants are OC1=C(C(=O)O)C=C(C=C1)N1C=CC=C1 (2-Hydroxy-5-(pyrrol-1-yl)benzoic acid), Cl.CN(CCCN=C=N)C (3-dimethylaminopropylcarbodiimide hydrochloride), O.ON1N=NC2=C1C=CC=C2 (1-hydroxybenzotriazole hydrate), C(C)O (ethanol). The solvent is CN(C=O)C (N,N-dimethylformamide), O (Water). Reaction conditions: time 8 hour. The product is N1(C=CC=C1)C1=CC=C(C(C(=O)OCC)=C1)O (ethyl 5-(pyrrol-1-yl)salicylate). Isolated yield 36.8%. RXN SMILES: [OH:1][C:2]1[CH:10]=[CH:9][C:8]([N:11]2[CH:15]=[CH:14][CH:13]=[CH:12]2)=[CH:7][C:3]=1[C:4]([OH:6])=[O:5].Cl.CN(C)[CH2:19][CH2:20]CN=C=N.O.ON1C2C=CC=CC=2N=N1.C(O)C>CN(C)C=O.O>[N:11]1([C:8]2[CH:7]=[C:3]([C:4]([O:6][CH2:19][CH3:20])=[O:5])[C:2]([OH:1])=[CH:10][CH:9]=2)[CH:15]=[CH:14][CH:13]=[CH:12]1 |f:1.2,3.4|. Reported procedure: 2-Hydroxy-5-(pyrrol-1-yl)benzoic acid (406 mg), 1-ethyl-3-(3-dimethylaminopropylcarbodiimide hydrochloride (420 mg), 1-hydroxybenzotriazole hydrate (337 mg), and ethanol (2 ml) were dissolved in N,N-dimethylformamide to prepare a solution which was then stirred at room temperature overnight. Water was added to the reaction solution, and the mixture was extracted with ethyl acetate. The ethyl acetate layer was then washed with water and was dried over anhydrous sodium sulfate. The solvent was rem... Reactants: N1N=CC2=CC(=CC=C12)C(=O)OC (methyl 1H-indazole-5-carboxylate), C(=O)([O-])[O-].[K+].[K+] (K2CO3), IC (iodomethane). The solvent is CN(C)C=O (DMF). Run at time 2 hour. Product: CN1N=CC2=CC(=CC=C12)C(=O)OC (methyl 1-methyl-1H-indazole-5-carboxylate), CN1N=C2C=CC(=CC2=C1)C(=O)OC (methyl 2-methyl-2H-indazole-5-carboxylate). The yield is 8.4%. As a reaction SMILES: [NH:1]1[C:9]2[C:4](=[CH:5][C:6]([C:10]([O:12][CH3:13])=[O:11])=[CH:7][CH:8]=2)[CH:3]=[N:2]1.[C:14]([O-])([O-])=O.[K+].[K+].IC>CN(C=O)C>[CH3:14][N:1]1[C:9]2[C:4](=[CH:5][C:6]([C:10]([O:12][CH3:13])=[O:11])=[CH:7][CH:8]=2)[CH:3]=[N:2]1.[CH3:14][N:2]1[CH:3]=[C:4]2[C:9]([CH:8]=[CH:7][C:6]([C:10]([O:12][CH3:13])=[O:11])=[CH:5]2)=[N:1]1 |f:1.2.3|. Reported procedure: To a solution of methyl 1H-indazole-5-carboxylate (2.5 g, 14 mmol) in DMF (45 mL) was added K2CO3 (4.90 g, 35.5 mmol) followed by iodomethane (1.77 mL, 28.4 mmol). The mixture was stirred at room temperature for 2 hours and then heated at 50° C. overnight. The mixture was concentrated, dissolved in EtOAc and washed with saturated aqueous NaCl. The organic extract was dried over Na2SO4, filtered and concentrated. The crude material was purified by CombiFlash (80 g column, 25-45% EtOAc/heptane) to...